Dataset: the Open Reaction Database (ORD), a public repository of structured organic reaction records. Task: describe an organic reaction: reactants, conditions, products, and yield The yield is 38.0%. Solvent: CN(C=O)C (dimethylformamide). Reagents/catalysts: Cl[Pd]([P](C1=CC=CC=C1)(C2=CC=CC=C2)C3=CC=CC=C3)([P](C4=CC=CC=C4)(C5=CC=CC=C5)C6=CC=CC=C6)Cl (dichlorobis(triphenylphosphine)-palladium(II)). The product is OC(C)(C)C1=CC=C(C=N1)C1=CN=C2C(=N1)N(C(CN2)=O)CCOC (7-(6-(2-Hydroxypropan-2-yl)pyridin-3-yl)-1-(2-methoxyethyl)-3,4-dihydropyrazino[2,3-b]pyrazin-2(1H)-one). RXN SMILES: Br[C:2]1[N:7]=[C:6]2[N:8]([CH2:13][CH2:14][O:15][CH3:16])[C:9](=[O:12])[CH2:10][NH:11][C:5]2=[N:4][CH:3]=1.C[Sn](C)(C)[C:19]1[CH:20]=[CH:21][C:22]([C:25]([OH:28])([CH3:27])[CH3:26])=[N:23][CH:24]=1>CN(C)C=O.Cl[Pd](Cl)([P](C1C=CC=CC=1)(C1C=CC=CC=1)C1C=CC=CC=1)[P](C1C=CC=CC=1)(C1C=CC=CC=1)C1C=CC=CC=1>[OH:28][C:25]([C:22]1[N:23]=[CH:24][C:19]([C:2]2[N:7]=[C:6]3[N:8]([CH2:13][CH2:14][O:15][CH3:16])[C:9](=[O:12])[CH2:10][NH:11][C:5]3=[N:4][CH:3]=2)=[CH:20][CH:21]=1)([CH3:27])[CH3:26] |^1:38,57|. Run at temperature 140 celsius. The reactants are BrC1=CN=C2C(=N1)N(C(CN2)=O)CCOC (7-Bromo-1-(2-methoxyethyl)-3,4-dihydropyrazino[2,3-b]pyrazin-2(1H)-one), C[Sn](C=1C=CC(=NC1)C(C)(C)O)(C)C (2-(5-(trimethylstannyl)pyridin-2-yl)propan-2-ol). Reported procedure: 7-Bromo-1-(2-methoxyethyl)-3,4-dihydropyrazino[2,3-b]pyrazin-2(1H)-one (1 equiv), 2-(5-(trimethylstannyl)pyridin-2-yl)propan-2-ol (See Example 5.E) (1 equiv) and dichlorobis(triphenylphosphine)-palladium(II) (0.2 equiv) were suspended in dimethylformamide. The reaction was purged with nitrogen and was heated to 140° C. for 2 h. The reaction was cooled to room temperature, filtered through Celite and washed with ethyl acetate. Volatiles were removed under reduced pressure and the resulting purple... The reactants are Cc1ccccc1, CCOC(=O)C(C(C)(C)C)C(O)(c1ccc(F)cc1)c1ccc(F)cc1, Cc1ccc(S(=O)(=O)O)cc1. Yields the product CCOC(=O)C(=C(c1ccc(F)cc1)c1ccc(F)cc1)C(C)(C)C. RXN SMILES: [CH3:38][c:39]1[cH:40][cH:41][cH:42][cH:43][cH:44]1.[F:1][c:2]1[cH:3][cH:4][c:5]([C:8]([CH:9]([C:10](=[O:11])[O:12][CH2:13][CH3:14])[C:15]([CH3:16])([CH3:17])[CH3:18])([OH:19])[c:20]2[cH:21][cH:22][c:23]([F:26])[cH:24][cH:25]2)[cH:6][cH:7]1.[c:27]1([CH3:28])[cH:29][cH:30][c:31]([S:32]([OH:33])(=[O:34])=[O:35])[cH:36][cH:37]1>>[F:1][c:2]1[cH:3][cH:4][c:5]([C:8](=[C:9]([C:10](=[O:11])[O:12][CH2:13][CH3:14])[C:15]([CH3:16])([CH3:17])[CH3:18])[c:20]2[cH:21][cH:22][c:23]([F:26])[cH:24][cH:25]2)[cH:6][cH:7]1. Reactants: CN(C)C=O, CCN(C(C)C)C(C)C, O=C(O)C1CC(O)CN1c1nc(N2CCN(c3ccc(Cl)cc3)CC2)nc2c1S(=O)CC2, N, O. Yields the product NC(=O)C1CC(O)CN1c1nc(N2CCN(c3ccc(Cl)cc3)CC2)nc2c1S(=O)CC2. RXN SMILES: [CH3:44][N:45]([CH3:46])[CH:47]=[O:48].[CH:33]([N:36]([CH:34]([CH3:35])[CH3:37])[CH2:38][CH3:39])([CH3:40])[CH3:41].[Cl:1][c:2]1[cH:3][cH:4][c:5]([N:8]2[CH2:9][CH2:10][N:11]([c:14]3[n:15][c:16]([N:24]4[CH:25]([C:30](=[O:31])[OH:32])[CH2:26][CH:27]([OH:29])[CH2:28]4)[c:17]4[c:18]([n:19]3)[CH2:20][CH2:21][S:22]4=[O:23])[CH2:12][CH2:13]2)[cH:6][cH:7]1.[NH3:42].[OH2:43]>>[Cl:1][c:2]1[cH:3][cH:4][c:5]([N:8]2[CH2:9][CH2:10][N:11]([c:14]3[n:15][c:16]([N:24]4[CH:25]([C:30](=[O:31])[NH2:36])[CH2:26][CH:27]([OH:29])[CH2:28]4)[c:17]4[c:18]([n:19]3)[CH2:20][CH2:21][S:22]4=[O:23])[CH2:12][CH2:13]2)[cH:6][cH:7]1.